The task is: describe an organic reaction: reactants, conditions, products, and yield. This data is from the Open Reaction Database (ORD), a public repository of structured organic reaction records. Reactants: BrC1=CC=C(C=C1)C1=C(C(=NO1)C)CNCC1CC1 ([5-(4-bromo-phenyl)-3-methyl-isoxazol-4-ylmethyl]-cyclopropylmethyl-amine), C(C)OC(=O)C1(CC1)C1=CC=C(C=C1)B1OC(C(O1)(C)C)(C)C (1-[4-(4,4,5,5-tetramethyl-[1,3,2]dioxaborolan-2-yl)-phenyl]-cyclopropanecarboxylic acid ethyl ester). Yields the product C(C)OC(=O)C1(CC1)C1=CC=C(C=C1)C1=CC=C(C=C1)C1=C(C(=NO1)C)CNCC1CC1 (1-(4′-{4-[(Cyclopropylmethyl-amino)-methyl]-3-methyl-isoxazol-5-yl}-biphenyl-4-yl)-cyclopropanecarboxylic acid ethyl ester). As a reaction SMILES: Br[C:2]1[CH:7]=[CH:6][C:5]([C:8]2[O:12][N:11]=[C:10]([CH3:13])[C:9]=2[CH2:14][NH:15][CH2:16][CH:17]2[CH2:19][CH2:18]2)=[CH:4][CH:3]=1.[CH2:20]([O:22][C:23]([C:25]1([C:28]2[CH:33]=[CH:32][C:31](B3OC(C)(C)C(C)(C)O3)=[CH:30][CH:29]=2)[CH2:27][CH2:26]1)=[O:24])[CH3:21]>>[CH2:20]([O:22][C:23]([C:25]1([C:28]2[CH:33]=[CH:32][C:31]([C:2]3[CH:7]=[CH:6][C:5]([C:8]4[O:12][N:11]=[C:10]([CH3:13])[C:9]=4[CH2:14][NH:15][CH2:16][CH:17]4[CH2:19][CH2:18]4)=[CH:4][CH:3]=3)=[CH:30][CH:29]=2)[CH2:26][CH2:27]1)=[O:24])[CH3:21]. Procedure: Prepared according to the procedure described in Example 3, Step 5, using [5-(4-bromo-phenyl)-3-methyl-isoxazol-4-ylmethyl]-cyclopropylmethyl-amine and 1-[4-(4,4,5,5-tetramethyl-[1,3,2]dioxaborolan-2-yl)-phenyl]-cyclopropanecarboxylic acid ethyl ester.